From a dataset of the Open Reaction Database (ORD), a public repository of structured organic reaction records. describe an organic reaction: reactants, conditions, products, and yield Reactants: C(C)(=O)OCC=1C(=NC=CC1)N (3-(acetoxymethyl)-2-pyridinamine), ClC(C(C)=O)C (3-chloro-2-butanone), [I-].[K+] (potassium iodide). Product: C(C)(=O)OCC=1C=2N(C=CC1)C(=C(N2)C)C (8-(acetoxymethyl)-2,3-dimethylimidazo[1,2-a]pyridine). Yield: 28.2%. As a reaction SMILES: [C:1]([O:4][CH2:5][C:6]1[C:7]([NH2:12])=[N:8][CH:9]=[CH:10][CH:11]=1)(=[O:3])[CH3:2].Cl[CH:14]([CH3:18])[C:15](=O)[CH3:16].[I-].[K+]>>[C:1]([O:4][CH2:5][C:6]1[C:7]2[N:8]([C:14]([CH3:18])=[C:15]([CH3:16])[N:12]=2)[CH:9]=[CH:10][CH:11]=1)(=[O:3])[CH3:2] |f:2.3|. Reported procedure: A mixture of 2.0 g (12 mmole) of 3-(acetoxymethyl)-2-pyridinamine, 1.7 g (17 mmole) of 3-chloro-2-butanone, and one crystal of potassium iodide was heated at 100° for 4.5 hours. The mixture was allowed to cool and was partitioned between aqueous potassium carbonate and dichloromethane. The organic phase was separated, washed with water, dried over magnesium sulfate, filtered, and concentrated in vacuo. The solid was triturated with diethyl ether and collected by filtration to yield 738 mg of 8-(... The reactants are O=C1NCCC1 (2-oxopyrrolidine), ClCCCN=C=O (chloropropyl isocyanate). Run in C1(=CC=CC=C1)C.C(C)(=O)OCC (toluene ethyl acetate). Run at time 8 hour. Product: ClCCCNC(=O)N1C(CCC1)=O (1-(3-Chloropropylcarbamoyl)-2-oxopyrrolidine). Isolated yield 81.5%. Reaction SMILES: [O:1]=[C:2]1[CH2:6][CH2:5][CH2:4][NH:3]1.[Cl:7][CH2:8][CH2:9][CH2:10][N:11]=[C:12]=[O:13]>C1(C)C=CC=CC=1.C(OCC)(=O)C>[Cl:7][CH2:8][CH2:9][CH2:10][NH:11][C:12]([N:3]1[CH2:4][CH2:5][CH2:6][C:2]1=[O:1])=[O:13] |f:2.3|. Reported procedure: A mixture of 17.1 g (201 mmol) of 2-oxopyrrolidine and 20 g (167 mmol) of chloropropyl isocyanate was heated with stirring at 95°-105° C. overnight. After cooling, the reaction resolution was refined by silica gel chromatography. The resulting product obtained from the eluate with toluene-ethyl acetate (20/1-10/1 v/v) was washed with ether-n-hexane and then collected by filtration, whereby 27.87 g of the objective compound 1-(3-chloropropylcarbamoyl)-2-oxopyrrolidine (III-2) melting at 57.0°-58.... The reactants are CC1=C(SC(=C1)N1N=C(N=N1)C1=CC=CC=C1)C(=O)O (3-methyl-5-(5-phenyl-2H-tetrazol-2-yl)thiophene-2-carboxylic acid), ON1N=NC2=C1C=CC=C2 (1-hydroxybenzotriazole), CN(CCCN=C=NCC)C (N-(3-dimethylaminopropyl)-N′-ethylcarbodiimide), C(C)(C)N(C(C)C)CC (N,N-diisopropylethylamine), C(C1=CC=CC=C1)N (benzylamine). The solvent is ClCCl (dichloromethane), CN(C=O)C (N,N-dimethylformamide). Conditions: time 18 hour. The product is C(C1=CC=CC=C1)NC(=O)C=1SC(=CC1C)N1N=C(N=N1)C1=CC=CC=C1 (N-benzyl-3-methyl-5-(5-phenyl-2H-tetrazol-2-yl)thiophene-2-carboxamide). Yield: 10.0%. RXN SMILES: [CH3:1][C:2]1[CH:6]=[C:5]([N:7]2[N:11]=[N:10][C:9]([C:12]3[CH:17]=[CH:16][CH:15]=[CH:14][CH:13]=3)=[N:8]2)[S:4][C:3]=1[C:18]([OH:20])=O.ON1C2C=CC=CC=2N=N1.CN(C)CCCN=C=NCC.C(N(CC)C(C)C)(C)C.[CH2:51]([NH2:58])[C:52]1[CH:57]=[CH:56][CH:55]=[CH:54][CH:53]=1>CN(C)C=O.ClCCl>[CH2:51]([NH:58][C:18]([C:3]1[S:4][C:5]([N:7]2[N:11]=[N:10][C:9]([C:12]3[CH:13]=[CH:14][CH:15]=[CH:16][CH:17]=3)=[N:8]2)=[CH:6][C:2]=1[CH3:1])=[O:20])[C:52]1[CH:57]=[CH:56][CH:55]=[CH:54][CH:53]=1. Reported procedure: To a solution of 3-methyl-5-(5-phenyl-2H-tetrazol-2-yl)thiophene-2-carboxylic acid (0.12 g, 0.40 mmol) in anhydrous N,N-dimethylformamide (5 mL) was added 1-hydroxybenzotriazole (0.65 g, 0.48 mmol), N-(3-dimethylaminopropyl)-N′-ethylcarbodiimide (0.09 g, 0.48 mmol), N,N-diisopropylethylamine (0.21 mL, 1.20 mmol) and benzylamine (0.05 mL, 0.48 mmol). The reaction mixture was stirred at ambient temperature for 18 hours, diluted with dichloromethane (30 mL) and washed with saturated aqueous sodium ... Reactants: C(C)OC(=O)[C@@H]1[C@H](CC(C1)=C)C(=O)OCC ((1S,2S)-4-Methylene-cyclopentane-1,2-dicarboxylic acid diethyl ester), [OH-].[Na+] (NaOH), P(=O)([O-])([O-])[O-].[K+].[K+].[K+] (potassium phosphate), [Na+].[Cl-] (NaCl). The product is C(C)OC(=O)[C@@H]1[C@H](CC(C1)=C)C(=O)O ((1S,2S)-4-Methylene-cyclopentane-1,2-dicarboxylic acid monoethyl ester). Yield: 86.0%. Reaction SMILES: [CH2:1]([O:3][C:4]([C@H:6]1[CH2:10][C:9](=[CH2:11])[CH2:8][C@@H:7]1[C:12]([O:14]CC)=[O:13])=[O:5])[CH3:2].P([O-])([O-])([O-])=O.[K+].[K+].[K+].[Na+].[Cl-].[OH-].[Na+]>>[CH2:1]([O:3][C:4]([C@H:6]1[CH2:10][C:9](=[CH2:11])[CH2:8][C@@H:7]1[C:12]([OH:14])=[O:13])=[O:5])[CH3:2] |f:1.2.3.4,5.6,7.8|. Reported procedure: An emulsion of 1.7 g 41a in an aqueous buffer (potassium phosphate 3 mM, NaCl 0.1 M) was adjusted to pH 7.5. Under stirring at room temperature the hydrolysis was performed with 15 mg lipase OF from Candida rugosa under pH control (pH-static, 1M NaOH). After consumption of 6.5 ml 1M NaOH solution and 7 h the reaction mixture was washed with 50 ml t-butyl methyl ether. The aqueous layer was adjusted to pH 2.0 (conc. HCl) and was extracted with 85 ml ethyl acetate. Drying over sodium sulfate, evap...